Dataset: the Open Reaction Database (ORD), a public repository of structured organic reaction records. Task: describe an organic reaction: reactants, conditions, products, and yield Reaction SMILES: [NH:1]1[CH:5]=[C:4]([CH:6]([OH:8])[CH3:7])[N:3]=[N:2]1.N1C=CN=C1.[CH3:14][C:15]([Si:18](Cl)([C:25]1[CH:30]=[CH:29][CH:28]=[CH:27][CH:26]=1)[C:19]1[CH:24]=[CH:23][CH:22]=[CH:21][CH:20]=1)([CH3:17])[CH3:16]>C(Cl)Cl>[Si:18]([O:8][CH:6]([C:4]1[N:3]=[N:2][NH:1][CH:5]=1)[CH3:7])([C:15]([CH3:17])([CH3:16])[CH3:14])([C:25]1[CH:26]=[CH:27][CH:28]=[CH:29][CH:30]=1)[C:19]1[CH:24]=[CH:23][CH:22]=[CH:21][CH:20]=1. The product is [Si](C1=CC=CC=C1)(C1=CC=CC=C1)(C(C)(C)C)OC(C)C=1N=NNC1 (4-(1-((tert-butyldiphenylsilyl)oxy)ethyl)-1H-1,2,3-triazole). The yield is 46.2%. Procedure details: To a solution of 1-(1H-1,2,3-triazol-4-yl)ethanol (50.2 mmol) and imidazole (5.13 mg, 75 mmol) in DCM (50 ml) 0° C. was added TBDPSCl (14.6 mL, 55.2 mmol). After stirring at room temperature overnight the mixture was filtered through a celite pad and then concentrated to dryness. The resulting residue was dissolved in EtOAc, washed with water, brine, dried with sodium sulfate and concentrated. Purification of the crude residue via silica gel chromatography (EtOAc-Heptane, 5-25%) afforded the tit... Solvent: C(Cl)Cl (DCM). Reaction conditions: time 8 hour. Reactants: N1N=NC(=C1)C(C)O (1-(1H-1,2,3-triazol-4-yl)ethanol), N1C=NC=C1 (imidazole), CC(C)(C)[Si](C1=CC=CC=C1)(C2=CC=CC=C2)Cl (TBDPSCl). The reactants are BrC1=CC(=C(C=O)C=C1)S(=O)(=O)C (4-bromo-2-methansulfonyl-benzaldehyde), C1CCOC1 (THF), [BH4-].[Na+] (NaBH4). Run in CCO (EtOH). Product: BrC1=CC(=C(C=C1)CO)S(=O)(=O)C ((4-bromo-2-methansulfonyl-phenyl)-methanol). Isolated yield 71.5%. As a reaction SMILES: [Br:1][C:2]1[CH:9]=[CH:8][C:5]([CH:6]=[O:7])=[C:4]([S:10]([CH3:13])(=[O:12])=[O:11])[CH:3]=1.C1COCC1.[BH4-].[Na+]>CCO>[Br:1][C:2]1[CH:9]=[CH:8][C:5]([CH2:6][OH:7])=[C:4]([S:10]([CH3:13])(=[O:12])=[O:11])[CH:3]=1 |f:2.3|. Procedure: To a solution of 4-bromo-2-methansulfonyl-benzaldehyde (1.0 g, 3.88 mmol) in EtOH (11 mL)/THF (2.5 mL) was added NaBH4 (1.29 g, 34.2 mmol) in three portions. The reaction was carefully quenched with water and the product was extracted with EtOAc, dried (Na2SO4), and purified by silica gel chromatography to give 735 mg of (4-bromo-2-methansulfonyl-phenyl)-methanol. RXN SMILES: [CH3:1][CH:2]([CH3:3])[C:4]([C:5]([CH2:6][CH2:7][CH2:8][CH3:9])=[O:10])([c:11]1[cH:12][cH:13][cH:14][cH:15][cH:16]1)[Br:17].[Cl-:19].[Li+:18].[O:21]=[CH:22][N:23]([CH3:24])[CH3:25].[OH2:20]>>[CH3:1][C:2]([CH3:3])=[C:4]([C:5]([CH2:6][CH2:7][CH2:8][CH3:9])=[O:10])[c:11]1[cH:12][cH:13][cH:14][cH:15][cH:16]1. The reactants are CCCCC(=O)C(Br)(c1ccccc1)C(C)C, [Cl-], [Li+], CN(C)C=O, O. The product is CCCCC(=O)C(=C(C)C)c1ccccc1. The reactants are O=C([O-])[O-], CC#N, CC(Cl)C(=O)N1CCCO1, Oc1ccc(Oc2ccc(C(F)(F)F)cn2)cc1, [K+], [K+]. Yields the product CC(Oc1ccc(Oc2ccc(C(F)(F)F)cn2)cc1)C(=O)N1CCCO1. Reaction SMILES: [C:29](=[O:30])([O-:31])[O-:32].[CH3:35][C:36]#[N:37].[Cl:19][CH:20]([C:21](=[O:22])[N:23]1[O:24][CH2:25][CH2:26][CH2:27]1)[CH3:28].[F:1][C:2]([c:3]1[cH:4][cH:5][c:6]([O:9][c:10]2[cH:11][cH:12][c:13]([OH:16])[cH:14][cH:15]2)[n:7][cH:8]1)([F:17])[F:18].[K+:33].[K+:34]>>[F:1][C:2]([c:3]1[cH:4][cH:5][c:6]([O:9][c:10]2[cH:11][cH:12][c:13]([O:16][CH:20]([C:21](=[O:22])[N:23]3[O:24][CH2:25][CH2:26][CH2:27]3)[CH3:28])[cH:14][cH:15]2)[n:7][cH:8]1)([F:17])[F:18]. The reactants are CCCCCC, ClCCl, OCc1cc2cc(F)ccc2[nH]1, O=[Cr](=O)([O-])Cl, c1cc[nH+]cc1. Product: O=Cc1cc2cc(F)ccc2[nH]1. As a reaction SMILES: [CH3:27][CH2:28][CH2:29][CH2:30][CH2:31][CH3:32].[Cl:24][CH2:25][Cl:26].[F:1][c:2]1[cH:3][c:4]2[cH:5][c:6]([CH2:11][OH:12])[nH:7][c:8]2[cH:9][cH:10]1.[O:13]=[Cr:14]([Cl:15])([O-:16])=[O:17].[nH+:18]1[cH:19][cH:20][cH:21][cH:22][cH:23]1>>[F:1][c:2]1[cH:3][c:4]2[cH:5][c:6]([CH:11]=[O:12])[nH:7][c:8]2[cH:9][cH:10]1. Reactants: Cl (hydrochloride), C(C)OC(CC1C2=C(B(O1)O)C=C(C=C2OC)O)=O (ethyl-2-(1,6-dihydroxy-4-methoxy-1,3-dihydrobenzo[c][1,2]oxaborol-3-yl)acetate), [OH-].[Li+] (lithium hydroxide). Solvent: C1CCOC1 (THF), O (water). Reaction conditions: time 1.5 hour. Yields the product OB1OC(C2=C1C=C(C=C2OC)O)CC(=O)O (2-(1,6-dihydroxy-4-methoxy-1,3-dihydrobenzo[c][1,2]oxaborol-3-yl)acetic acid). Isolated yield 52.9%. Reaction SMILES: C([O:3][C:4](=[O:19])[CH2:5][CH:6]1[O:10][B:9]([OH:11])[C:8]2[CH:12]=[C:13]([OH:18])[CH:14]=[C:15]([O:16][CH3:17])[C:7]1=2)C.[OH-].[Li+].Cl>C1COCC1.O>[OH:11][B:9]1[C:8]2[CH:12]=[C:13]([OH:18])[CH:14]=[C:15]([O:16][CH3:17])[C:7]=2[CH:6]([CH2:5][C:4]([OH:19])=[O:3])[O:10]1 |f:1.2|. Procedure details: To a solution of ethyl-2-(1,6-dihydroxy-4-methoxy-1,3-dihydrobenzo[c][1,2]oxaborol-3-yl)acetate (133 mg, 0.50 mmol) in THF (2 mL) was added aqueous lithium hydroxide (102 mg, 2.5 mmol) in 3 mL of water at 0° C. The reaction mixture was stirred at room temperature for 1.5 hr and acidified to pH=2 using diluted hydrochloride acid. The resulting mixture was extracted with ethyl acetate (15 mL×2) and the combined organic layers were dried over anhydrous and concentrated in vacuo. The residue was pur... The reactants are C(C=C)C1=C(C=CC=C1O)N1C(C2=C(C1=O)CCCC2)=O (N-(2-allyl-3-hydroxyphenyl)-3,4,5,6-tetrahydrophthalimide), CC=1C=CC(=CC1)S(=O)(=O)O (PTSA). Run in C=1(C(=CC=CC1)C)C (xylene). The product is CC1OC2=C(C1)C(=CC=C2)N2C(C1=C(C2=O)CCCC1)=O (N-(2,3-dihydro-2-methyl-4-benzofuranyl)-3,4,5,6-tetrahydrophthalimide). RXN SMILES: [CH2:1]([C:4]1[C:9]([OH:10])=[CH:8][CH:7]=[CH:6][C:5]=1[N:11]1[C:15](=[O:16])[C:14]2[CH2:17][CH2:18][CH2:19][CH2:20][C:13]=2[C:12]1=[O:21])[CH:2]=[CH2:3].CC1C=CC(S(O)(=O)=O)=CC=1>C1(C)C(C)=CC=CC=1>[CH3:3][CH:2]1[CH2:1][C:4]2[C:5]([N:11]3[C:15](=[O:16])[C:14]4[CH2:17][CH2:18][CH2:19][CH2:20][C:13]=4[C:12]3=[O:21])=[CH:6][CH:7]=[CH:8][C:9]=2[O:10]1. Reported procedure: Example 2 was prepared, as a yellow oil, by treating 0.48 g of 1D with PTSA in xylene according to the procedures described in Example 1. Starting materials: Cl.CN(CCCN=C=NCC)C (1-(3-dimethylaminopropyl)-3-ethylcarbodiimide hydrochloride), ClC1=CC=C(C=C1)C=1SC=C(N1)CSC1=NC=C(C(=C1C#N)C1=CC=C(C=C1)OCCO)C#N ({(2-(4-chlorophenyl)-1,3-thiazol-4-ylmethyl}sulfanyl)-4-(4-(2-hydroxyethoxy)phenyl)pyridine-3,5-dicarbonitrile), C(C)(C)(C)OC(=O)NCCC(=O)O (N-(tert-butoxycarbonyl)-beta-alanine). The reagents and catalysts are CN(C1=CC=NC=C1)C (4-dimethylaminopyridine). Run in CN(C)C=O.ClCCl (DMF dichloromethane). Run at time 8 hour. Yields the product C(C)(C)(C)OC(=O)NCCC(=O)OCCOC1=CC=C(C=C1)C1=C(C(=NC(=C1C#N)SCC=1N=C(SC1)C1=CC=C(C=C1)Cl)N1CCC1)C#N (2-{4-(2-(Azetidin-1-yl)-6-({(2-(4-chlorophenyl)-1,3-thiazol-4-yl)methyl}sulfanyl)-3,5-dicyanopyridin-4-yl)phenoxy}ethyl N-(tert-butoxycarbonyl)-beta-alaninate). Reaction SMILES: [C:1]([O:5][C:6]([NH:8][CH2:9][CH2:10][C:11]([OH:13])=[O:12])=[O:7])([CH3:4])([CH3:3])[CH3:2].Cl.CN(C)CCCN=[C:21]=[N:22][CH2:23][CH3:24].[Cl:26][C:27]1[CH:32]=[CH:31][C:30]([C:33]2[S:34][CH:35]=[C:36]([CH2:38][S:39][C:40]3[C:45]([C:46]#[N:47])=[C:44]([C:48]4[CH:53]=[CH:52][C:51]([O:54][CH2:55][CH2:56]O)=[CH:50][CH:49]=4)[C:43]([C:58]#[N:59])=[CH:42][N:41]=3)[N:37]=2)=[CH:29][CH:28]=1>CN(C=O)C.ClCCl.CN(C)C1C=CN=CC=1>[C:1]([O:5][C:6]([NH:8][CH2:9][CH2:10][C:11]([O:13][CH2:56][CH2:55][O:54][C:51]1[CH:52]=[CH:53][C:48]([C:44]2[C:45]([C:46]#[N:47])=[C:40]([S:39][CH2:38][C:36]3[N:37]=[C:33]([C:30]4[CH:29]=[CH:28][C:27]([Cl:26])=[CH:32][CH:31]=4)[S:34][CH:35]=3)[N:41]=[C:42]([N:22]3[CH2:21][CH2:24][CH2:23]3)[C:43]=2[C:58]#[N:59])=[CH:49][CH:50]=1)=[O:12])=[O:7])([CH3:4])([CH3:2])[CH3:3] |f:1.2,4.5|. Reported procedure: 101 mg (0.536 mmol) of N-(tert-butoxycarbonyl)-beta-alanine were initially charged in 2 ml of DMF/dichloromethane (1:1). 44.5 mg (0.232 mmol) of 1-(3-dimethylaminopropyl)-3-ethylcarbodiimide hydrochloride, 10.9 mg (0.89 mmol) of 4-dimethylaminopyridine and 100 mg (0.179 mmol) of 2-(azetidin-1-yl)-6-({(2-(4-chlorophenyl)-1,3-thiazol-4-ylmethyl}sulfanyl)-4-(4-(2-hydroxyethoxy)phenyl)pyridine-3,5-dicarbonitrile (Example 8) were added, and the mixture was then stirred at RT overnight. The crude prod... Reactants: S(O)(O)(=O)=O (sulfuric acid), S(=O)(O)[O-].[K+] (potassium hydrogen sulfite), COC1=C(C=O)C=CC(=C1)OC (2,4-dimethoxybenzaldehyde), OO (hydrogen peroxide). Solvent: CO (methanol). Conditions: time 4 hour. Product: COC1=C(C=CC(=C1)OC)O (2,4-dimethoxyphenol). Yield: 69.0%. RXN SMILES: S(=O)(=O)(O)O.[CH3:6][O:7][C:8]1[CH:15]=[C:14]([O:16][CH3:17])[CH:13]=[CH:12][C:9]=1C=O.OO.S([O-])(O)=[O:21].[K+]>CO>[CH3:6][O:7][C:8]1[CH:15]=[C:14]([O:16][CH3:17])[CH:13]=[CH:12][C:9]=1[OH:21] |f:3.4|. Procedure details: Conc. sulfuric acid (0.4 ml) was added to a mixed solution comprising 3.3 g of 2,4-dimethoxybenzaldehyde and 30 ml of methanol, and under ice-cooling, 2.93 ml of 30% hydrogen peroxide aqueous solution was added to the mixture. After stirring at room temperature for 4 hours, a 5% aqueous potassium hydrogen sulfite solution was added to the mixture and the solvent was removed under reduced pressure. The residue was extracted with diethyl ether, the extract was washed and dried and the solvent was ...